Dataset: the Open Reaction Database (ORD), a public repository of structured organic reaction records. Task: describe an organic reaction: reactants, conditions, products, and yield Starting materials: CC=1C=CC=2N(C1)C(C(N2)C2=CC=C(C=C2)C)C(C(=O)O)=O ((6-Methyl-2-p-tolyl-2,3-dihydro-imidazo[1,2-a]pyridin-3-yl)-oxoacetic acid), C(COCCO)O (diethylene glycol), O.NN (hydrazine hydrate), [OH-].[K+] (potassium hydroxide). The solvent is C(C)(=O)O (acetic acid), O (water). Conditions: temperature 150 celsius, time 1 hour. The product is CC=1C=CC=2N(C1)C(=C(N2)C2=CC=C(C=C2)C)CC(=O)O ((6-methyl-2-p-tolyl-imidazo[1,2-a]pyridin-3-yl)acetic acid). Reaction SMILES: [CH3:1][C:2]1[CH:3]=[CH:4][C:5]2[N:6]([CH:8]([C:18](=O)[C:19]([OH:21])=[O:20])[CH:9]([C:11]3[CH:16]=[CH:15][C:14]([CH3:17])=[CH:13][CH:12]=3)[N:10]=2)[CH:7]=1.C(O)COCCO.O.NN.[OH-].[K+]>C(O)(=O)C.O>[CH3:1][C:2]1[CH:3]=[CH:4][C:5]2[N:6]([C:8]([CH2:18][C:19]([OH:21])=[O:20])=[C:9]([C:11]3[CH:16]=[CH:15][C:14]([CH3:17])=[CH:13][CH:12]=3)[N:10]=2)[CH:7]=1 |f:2.3,4.5|. Procedure details: In a clean round bottom flask was charged oxoacetic acid (68 mmol) from example 1, 100 ml of diethylene glycol, hydrazine hydrate (184 mmol) and potassium hydroxide (115 mmol). The reaction mixture was heated to a temperature of 120-180° C. The reaction was monitored by TLC. After completion of the reaction, the reaction mass was cooled to room temperature and 100 ml of water was added. The reaction mass was further cooled to 0-10° C. and the pH was adjusted to 6-6.5 using acetic acid and stirre... Starting materials: C(#N)CC1=CC=C(C(=O)O)C=C1 (4-cyanomethylbenzoic acid), CN(C)C=O (DMF), S(=O)(Cl)Cl (thionyl chloride). Product: C(#N)CC1=CC=C(C(=O)Cl)C=C1 (4-cyanomethylbenzoyl chloride). As a reaction SMILES: [C:1]([CH2:3][C:4]1[CH:12]=[CH:11][C:7]([C:8](O)=[O:9])=[CH:6][CH:5]=1)#[N:2].CN(C=O)C.S(Cl)([Cl:20])=O>>[C:1]([CH2:3][C:4]1[CH:12]=[CH:11][C:7]([C:8]([Cl:20])=[O:9])=[CH:6][CH:5]=1)#[N:2]. Procedure: A solution of 4-cyanomethylbenzoic acid (10.0 g, 62.2 mmol) in thionyl chloride (65 mL) containing DMF (1 mL) was refluxed for three hours, cooled, concentrated, dissolved in hot EtOAc, treated with activated charcoal, filtered through Celite, and concentrated to yield 4-cyanomethylbenzoyl chloride. 4-Cyanomethylbenzoyl chloride was converted to the title compound following the procedure described in step A of Example 82 with the following modifications: 1) 1-(4-cyanomethylphenyl)-2-phenylethano... Starting materials: O=C([O-])[O-], Clc1cc(Cl)nc(Cl)n1, [K+], [K+], CN(C)C=O, O, c1ccc2[nH]cnc2c1. The product is Clc1cc(Cl)nc(-n2cnc3ccccc32)n1. RXN SMILES: [C:10](=[O:11])([O-:12])[O-:13].[Cl:1][c:2]1[n:3][c:4]([Cl:9])[cH:5][c:6]([Cl:8])[n:7]1.[K+:14].[K+:15].[O:26]=[CH:27][N:28]([CH3:29])[CH3:30].[OH2:25].[n:16]1[cH:17][nH:18][c:19]2[c:20]1[cH:21][cH:22][cH:23][cH:24]2>>[c:2]1(-[n:16]2[cH:17][n:18][c:19]3[c:20]2[cH:21][cH:22][cH:23][cH:24]3)[n:3][c:4]([Cl:9])[cH:5][c:6]([Cl:8])[n:7]1.